From a dataset of the Open Reaction Database (ORD), a public repository of structured organic reaction records. describe an organic reaction: reactants, conditions, products, and yield Reactants: [OH-].[K+] (KOH), CC1=C(C(=C(C=C1C2(C3=CC=CC=C3S(=O)(=O)O2)C4=CC(=C(C(=C4C)Br)O)C(C)C)C(C)C)O)Br (bromthymol blue), alcohol, C1(C=2C(C(=O)O1)=CC=CC2)=O (phthalic anhydride), C(C)C(CO)CCCC (2-ethyl hexyl alcohol), [OH-].[K+] (KOH). The reagents and catalysts are CCCC[O-].CCCC[O-].CCCC[O-].CCCC[O-].[Ti+4] (tetrabutyl titanate). The solvent is C1(=CC=CC=C1)C (toluene), O (water), O (water). Reaction conditions: temperature 220 celsius, time 10 minute. Yields the product C(C=1C(C(=O)OCCCCCCCC)=CC=CC1)(=O)OCCCCCCCC (di-octyl phthalate), 20. As a reaction SMILES: [C:1]1(=O)[O:6][C:4](=O)[C:3]2=[CH:7][CH:8]=[CH:9][CH:10]=[C:2]12.[CH2:12]([CH:14]([CH2:17][CH2:18][CH2:19][CH3:20])[CH2:15][OH:16])[CH3:13].[OH-:21].[K+].[CH3:23][C:24]1[C:29]([C:30]2(C3C(C)=C(Br)C(O)=C(C(C)C)C=3)[O:40]S(=O)(=O)C3C2=CC=CC=3)=[CH:28][C:27](C(C)C)=[C:26](O)[C:25]=1Br>CCCC[O-].CCCC[O-].CCCC[O-].CCCC[O-].[Ti+4].O.C1(C)C=CC=CC=1>[C:13]([O:6][CH2:4][CH2:3][CH2:7][CH2:8][CH2:9][CH2:10][CH2:2][CH3:1])(=[O:21])[C:12]1[C:14](=[CH:17][CH:18]=[CH:19][CH:20]=1)[C:15]([O:40][CH2:30][CH2:29][CH2:28][CH2:27][CH2:26][CH2:25][CH2:24][CH3:23])=[O:16] |f:2.3,5.6.7.8.9|. Reported procedure: A standard esterification apparatus, consisting of a 1-liter, 3 neck flask fitted with heating mantle, thermometer, nitrogen inlet tube and modified Dean-Stark separator topped with a total reflux condenser connected to a vacuum system, was charged with 148 g (1 mol) of phthalic anhydride, 312 g (2.4 mol) of 2-ethyl hexyl alcohol and 0.2 g (0.135% of PA charge) of tetrabutyl titanate (Tyzor TBT) catalyst. Heat was applied at a standardized setting and water of esterification began to form at a k... Starting materials: FC1=C(C=C(C=C1)F)CC(C)N (Racemic 1-(2,5-difluorophenyl)propan-2-amine), ClC1=C(C(NC=C1)=O)C1=NC=2C(=CC=3C(N(C(C3C2)=O)C(C)C)=O)N1 (2-(4-chloro-2-oxo-1,2-dihydropyridin-3-yl)-6-isopropylimidazo[4,5-f]isoindole-5,7(1H,6H)-dione). Yields the product FC1=C(C=C(C=C1)F)CC(C)NC1=C(C(NC=C1)=O)C1=NC=2C(=CC=3C(N(C(C3C2)=O)C(C)C)=O)N1 (2-(4-((1-(2,5-Difluorophenyl)propan-2-yl)amino)-2-oxo-1,2-dihydropyridin-3-yl)-6-isopropylimidazo[4,5-f]isoindole-5,7(1H,6H)-dione). Isolated yield 98.8%. As a reaction SMILES: [F:1][C:2]1[CH:7]=[CH:6][C:5]([F:8])=[CH:4][C:3]=1[CH2:9][CH:10]([NH2:12])[CH3:11].Cl[C:14]1[CH:19]=[CH:18][NH:17][C:16](=[O:20])[C:15]=1[C:21]1[NH:37][C:24]2=[CH:25][C:26]3[C:27](=[O:36])[N:28]([CH:33]([CH3:35])[CH3:34])[C:29](=[O:32])[C:30]=3[CH:31]=[C:23]2[N:22]=1>>[F:1][C:2]1[CH:7]=[CH:6][C:5]([F:8])=[CH:4][C:3]=1[CH2:9][CH:10]([NH:12][C:14]1[CH:19]=[CH:18][NH:17][C:16](=[O:20])[C:15]=1[C:21]1[NH:22][C:23]2=[CH:31][C:30]3[C:29](=[O:32])[N:28]([CH:33]([CH3:35])[CH3:34])[C:27](=[O:36])[C:26]=3[CH:25]=[C:24]2[N:37]=1)[CH3:11]. Procedure details: Racemic 1-(2,5-difluorophenyl)propan-2-amine (0.051 g) and 2-(4-chloro-2-oxo-1,2-dihydropyridin-3-yl)-6-isopropylimidazo[4,5-f]isoindole-5,7(1H,6H)-dione (0.2965 mmol) were submitted to general procedure A to give 0.144 g the title compound. 1H NMR (500 MHz, DMSO-d6) δ13.04 (s, 1H), 11.20 (d, 1H), 11.10 (d, 1H), 8.13 (s, 1H), 7.82 (t, 2H), 7.36-7.31 (m, 2H), 7.22-7.14 (m, 1H), 7.09-7.03 (m, 1H), 6.17 (d, 1H), 4.51-4.42 (m, 3H), 4.18-4.10 (m, 1H), 3.09-2.93 (m, 2H), 1.32 (d, 3H), 1.25 (d, 6H). AP... Reactants: CC(C)(C)OC(=O)NC1COCCC1OS(C)(=O)=O, CC(=O)[O-], CCOC(C)=O, [N-]=[N+]=[N-], [Na+], [Na+], CN(C)C=O, O. Yields the product CC(C)(C)OC(=O)NC1COCCC1N=[N+]=[N-]. As a reaction SMILES: [CH3:10][C:11]([CH3:12])([CH3:13])[O:14][C:15](=[O:16])[NH:17][CH:18]1[CH2:19][O:20][CH2:21][CH2:22][CH:23]1[O:24][S:25]([CH3:26])(=[O:27])=[O:28].[CH3:2][C:3](=[O:4])[O-:5].[CH3:35][CH2:36][O:37][C:38](=[O:39])[CH3:40].[N-:7]=[N+:8]=[N-:9].[Na+:1].[Na+:6].[O:30]=[CH:31][N:32]([CH3:33])[CH3:34].[OH2:29]>>[N:7](=[N+:8]=[N-:9])[CH:23]1[CH:18]([NH:17][C:15]([O:14][C:11]([CH3:10])([CH3:12])[CH3:13])=[O:16])[CH2:19][O:20][CH2:21][CH2:22]1. Reactants: O.O.O.C(C)(=O)[O-].[Na+] (sodium acetate trihydrate), CC1=C(SC=C1)C(CC1=C(C=CC=C1)[N+](=O)[O-])=O (1-(3-methyl-2-thienyl)-2-(2-nitrophenyl)ethanone), Cl.NO (hydroxylamine hydrochloride). Solvent: O (water), C(C)O (ethanol), O (water). Yields the product CC1=C(SC=C1)C(CC1=C(C=CC=C1)[N+](=O)[O-])=NO (1-(3-Methyl-2-thienyl)-2-(2-nitrophenyl)ethanone oxime). Yield: 76.7%. As a reaction SMILES: [CH3:1][C:2]1[CH:6]=[CH:5][S:4][C:3]=1[C:7](=O)[CH2:8][C:9]1[CH:14]=[CH:13][CH:12]=[CH:11][C:10]=1[N+:15]([O-:17])=[O:16].Cl.[NH2:20][OH:21].O.O.O.C([O-])(=O)C.[Na+]>C(O)C.O>[CH3:1][C:2]1[CH:6]=[CH:5][S:4][C:3]=1[C:7](=[N:20][OH:21])[CH2:8][C:9]1[CH:14]=[CH:13][CH:12]=[CH:11][C:10]=1[N+:15]([O-:17])=[O:16] |f:1.2,3.4.5.6.7|. Reported procedure: A mixture of 22.0 g of 1-(3-methyl-2-thienyl)-2-(2-nitrophenyl)ethanone in 210 ml of 95% ethanol, 11.7 g of hydroxylamine hydrochloride in 28 ml water, and 25.04 g of sodium acetate trihydrate in 28 ml water was refluxed overnight. The mixture was allowed to cool. The precipitate was collected and crystallized from 95% ethanol to give 17.85 g of product, mp 105°-100° C. Reactants: CN[C@@H]1CC[C@H](CC1)CCCCCOS(=O)(=O)C (trans-Methansulfonic acid 5-(4-methyl amino-cyclohexyl)-pentyl ester), FC(C(=O)O)(F)F (trifluoroacetic acid), ClC(=O)OC1=CC=C(C=C1)Cl (4-chlorophenyl chloroformate), CCN(C(C)C)C(C)C (Hünig's base). Run in O1CCOCC1 (dioxane). Run at time 1 hour. Product: ClC1=CC=C(OC(=O)N([C@@H]2CC[C@H](CC2)CCCCCOS(=O)(=O)C)C)C=C1 (trans-Methanesulfonic acid 5-{4-[(4-chloro-phenoxycarbonyl)-methyl-amino]-cyclohexyl}-pentyl ester). The yield is 72.9%. As a reaction SMILES: [CH3:1][NH:2][C@H:3]1[CH2:8][CH2:7][C@H:6]([CH2:9][CH2:10][CH2:11][CH2:12][CH2:13][O:14][S:15]([CH3:18])(=[O:17])=[O:16])[CH2:5][CH2:4]1.FC(F)(F)C(O)=O.Cl[C:27]([O:29][C:30]1[CH:35]=[CH:34][C:33]([Cl:36])=[CH:32][CH:31]=1)=[O:28].CCN(C(C)C)C(C)C>O1CCOCC1>[Cl:36][C:33]1[CH:34]=[CH:35][C:30]([O:29][C:27]([N:2]([CH3:1])[C@H:3]2[CH2:8][CH2:7][C@H:6]([CH2:9][CH2:10][CH2:11][CH2:12][CH2:13][O:14][S:15]([CH3:18])(=[O:17])=[O:16])[CH2:5][CH2:4]2)=[O:28])=[CH:31][CH:32]=1. Procedure: To a solution of 245 mg (0.53 mmol) trans-Methansulfonic acid 5-(4-methyl amino-cyclohexyl)-pentyl ester.trifluoroacetic acid salt and 143.5 mg (0.75 mmol) 4-chlorophenyl chloroformate in 4 ml dioxane, was added at RT 1.54 ml (3.12 mmol) Hünig's base. The mixture was stirred for 1 h, then extracted with EtOAc/1N HCl and water. The organic phases were concentrated under reduced pressure and purified by chromatography on silica gel with EtOAc/hexane 1:3 to yield 167 mg (73%, 2 steps) of pure trans...